Dataset: the Open Reaction Database (ORD), a public repository of structured organic reaction records. Task: describe an organic reaction: reactants, conditions, products, and yield Starting materials: C(C1=CC=CC=C1)OC1=CC=C(C2=C1NC(CO2)=O)C(C(O)O)=O (5-benzyloxy-8-(2,2-dihydroxy-acetyl)-4H-benzo[1,4]oxazin-3-one), C(CCC)OC1=CC=C(CC2(CC2)N)C=C1 (1-(4-butoxy-benzyl)-cyclopropylamine), FC(C(=O)[O-])(F)F (trifluoroacetate). Product: C(CCC)OC1=CC=C(CC2(CC2)NCC(O)C2=CC=C(C=3NC(COC32)=O)O)C=C1 (8-{2-[1-(4-butoxy-benzyl)-cyclopropylamino]-1-hydroxy-ethyl}-5-hydroxy-4H-benzo[1,4]oxazin-3-one). Reaction SMILES: C([O:8][C:9]1[C:14]2[NH:15][C:16](=[O:19])[CH2:17][O:18][C:13]=2[C:12]([C:20](=[O:24])[CH:21](O)O)=[CH:11][CH:10]=1)C1C=CC=CC=1.[CH2:25]([O:29][C:30]1[CH:40]=[CH:39][C:33]([CH2:34][C:35]2([NH2:38])[CH2:37][CH2:36]2)=[CH:32][CH:31]=1)[CH2:26][CH2:27][CH3:28].FC(F)(F)C([O-])=O>>[CH2:25]([O:29][C:30]1[CH:31]=[CH:32][C:33]([CH2:34][C:35]2([NH:38][CH2:21][CH:20]([C:12]3[C:13]4[O:18][CH2:17][C:16](=[O:19])[NH:15][C:14]=4[C:9]([OH:8])=[CH:10][CH:11]=3)[OH:24])[CH2:37][CH2:36]2)=[CH:39][CH:40]=1)[CH2:26][CH2:27][CH3:28]. Procedure: Prepared according to general method 3 from 329 mg (1 mmol) 5-benzyloxy-8-(2,2-dihydroxy-acetyl)-4H-benzo[1,4]oxazin-3-one and 219 mg (1 mmol) 1-(4-butoxy-benzyl)-cyclopropylamine. Yield: 107 mg (20%, trifluoroacetate); mass spectroscopy: [M+H]+=427. Reactants: [Br-], O=Cc1ccc(Br)cc1F, O=C([O-])[O-], CCCC[N+](CCCC)(CCCC)CCCC, OB(O)c1ccc(C(F)(F)F)cc1, [K+], [K+], CC(=O)[O-], CC(=O)[O-], C1COCCO1, O, [Pd+2]. The product is O=Cc1ccc(-c2ccc(C(F)(F)F)cc2)cc1F. Reaction SMILES: [Br-:37].[Br:14][c:15]1[cH:16][c:17]([F:23])[c:18]([CH:19]=[O:20])[cH:21][cH:22]1.[C:24](=[O:25])([O-:26])[O-:27].[CH3:38][CH2:39][CH2:40][CH2:41][N+:42]([CH2:43][CH2:44][CH2:45][CH3:46])([CH2:47][CH2:48][CH2:49][CH3:50])[CH2:51][CH2:52][CH2:53][CH3:54].[F:1][C:2]([c:3]1[cH:4][cH:5][c:6]([B:9]([OH:10])[OH:11])[cH:7][cH:8]1)([F:12])[F:13].[K+:28].[K+:29].[O-:56][C:57]([CH3:58])=[O:59].[O-:60][C:61]([CH3:62])=[O:63].[O:31]1[CH2:32][CH2:33][O:34][CH2:35][CH2:36]1.[OH2:30].[Pd+2:55]>>[F:1][C:2]([c:3]1[cH:4][cH:5][c:6](-[c:15]2[cH:16][c:17]([F:23])[c:18]([CH:19]=[O:20])[cH:21][cH:22]2)[cH:7][cH:8]1)([F:12])[F:13].